Dataset: the Open Reaction Database (ORD), a public repository of structured organic reaction records. Task: describe an organic reaction: reactants, conditions, products, and yield Starting materials: Cl (Hydrogen chloride), CO (methanol), ClC=1C=C(C=C(C1)Cl)CC#N (3,5-dichlorophenylacetonitrile), Cl (hydrogen chloride). The solvent is C1(=CC=CC=C1)C (toluene). Yields the product Cl.ClC=1C=C(C=C(C1)Cl)CC(OC)=N (methyl 3,5-dichlorobenzeneethanimidate hydrochloride). Isolated yield 722.6%. Reaction SMILES: Cl.[CH3:2][OH:3].[Cl:4][C:5]1[CH:6]=[C:7]([CH2:12][C:13]#[N:14])[CH:8]=[C:9]([Cl:11])[CH:10]=1>C1(C)C=CC=CC=1>[ClH:4].[Cl:4][C:5]1[CH:6]=[C:7]([CH2:12][C:13](=[NH:14])[O:3][CH3:2])[CH:8]=[C:9]([Cl:11])[CH:10]=1 |f:4.5|. Procedure: Hydrogen chloride was passed through a mixture of toluene (485 mL), methanol (16.8 g, 0.112 mol) and 3,5-dichlorophenylacetonitrile (100 g, 0.107 mol) at 25° C. When the hydrogen chloride uptake ceased, the mixture was sparged with nitrogen for 30 min. The mixture was filtered and the collected solid washed with toluene (150 mL) and dried overnight in a vacuum oven (50° C. at 25 in. Hg) to yield an off-white solid (98.4 g, 72%). Reactants: C(Cl)Cl.C(C)(=O)OCC (methylene chloride ethyl acetate), O (water), ClCl (Chlorine), C(C)(C)(C)N1CC(NC2=C(C1=O)C=C(C=C2)C)=O (4-tert-butyl-3,4-dihydro-7-methyl-1H-1,4-benzodiazepine-2,5-dione), ferric chloride hexahydrate. The solvent is C(C)(=O)O (acetic acid). Conditions: time 8 hour. Product: ClC1=CC(=CC=2C(N(CC(NC21)=O)C(C)(C)C)=O)C (9-chloro-4-tert-butyl-3,4-dihydro-7-methyl-1H-1,4-benzodiazepine-2,5-dione). Reaction SMILES: ClCl.[C:3]([N:7]1[C:13](=[O:14])[C:12]2[CH:15]=[C:16]([CH3:19])[CH:17]=[CH:18][C:11]=2[NH:10][C:9](=[O:20])[CH2:8]1)([CH3:6])([CH3:5])[CH3:4].O.C(Cl)[Cl:23].C(OCC)(=O)C>C(O)(=O)C>[Cl:23][C:18]1[C:11]2[NH:10][C:9](=[O:20])[CH2:8][N:7]([C:3]([CH3:6])([CH3:5])[CH3:4])[C:13](=[O:14])[C:12]=2[CH:15]=[C:16]([CH3:19])[CH:17]=1 |f:3.4|. Reported procedure: Chlorine gas (100 mL, 4.1 mmol) is added via syringe to a mixture of 4-tert-butyl-3,4-dihydro-7-methyl-1H-1,4-benzodiazepine-2,5-dione (1.0 g, 4.1 mmol) and a few grains of ferric chloride hexahydrate in acetic acid. The reaction mixture is stirred at room temperature overnight, poured into water and extracted with ethyl acetate. The combined organic extracts are washed sequentially with water, dilute sodium hydrogen carbonate solution and brine, dried over anhydrous magnesium sulfate and concen... Starting materials: CCO, N#Cc1cc(Cl)c2c(c1)CN(Cc1ccc(OC(F)(F)F)cc1)C2=O, Cl, NO, [Na+], [Na+], O=C([O-])[O-], O, Oc1cccc2cccnc12. Product: N=C(NO)c1cc(Cl)c2c(c1)CN(Cc1ccc(OC(F)(F)F)cc1)C2=O. Reaction SMILES: [CH3:46][CH2:47][OH:48].[Cl:1][c:2]1[cH:3][c:4]([C:24]#[N:25])[cH:5][c:6]2[c:10]1[C:9](=[O:11])[N:8]([CH2:12][c:13]1[cH:14][cH:15][c:16]([O:19][C:20]([F:21])([F:22])[F:23])[cH:17][cH:18]1)[CH2:7]2.[ClH:37].[NH2:38][OH:39].[Na+:40].[Na+:41].[O-:42][C:43](=[O:44])[O-:45].[OH2:49].[OH:26][c:27]1[cH:28][cH:29][cH:30][c:31]2[c:32]1[n:33][cH:34][cH:35][cH:36]2>>[Cl:1][c:2]1[cH:3][c:4]([C:24](=[NH:25])[NH:38][OH:39])[cH:5][c:6]2[c:10]1[C:9](=[O:11])[N:8]([CH2:12][c:13]1[cH:14][cH:15][c:16]([O:19][C:20]([F:21])([F:22])[F:23])[cH:17][cH:18]1)[CH2:7]2. RXN SMILES: [H-].[Na+].[NH2:3][C:4]1[CH:9]=[CH:8][CH:7]=[CH:6][CH:5]=1.C[O:11][C:12](=O)[C@@H:13]1[O:15][C@H:14]1[C:16]1[CH:21]=[CH:20][C:19]([O:22][CH3:23])=[CH:18][CH:17]=1.O>CS(C)=O>[CH3:23][O:22][C:19]1[CH:18]=[CH:17][C:16]([C@@H:14]2[O:15][C@H:13]2[C:12]([NH:3][C:4]2[CH:9]=[CH:8][CH:7]=[CH:6][CH:5]=2)=[O:11])=[CH:21][CH:20]=1 |f:0.1|. Reaction conditions: time 30 minute. The reactants are NC1=CC=CC=C1 (aniline), COC([C@H]1[C@@H](O1)C1=CC=C(C=C1)OC)=O ((2R,3S)-3-(4-methoxyphenyl)-2,3-epoxypropionic acid methyl ester), [H-].[Na+] (sodium hydride), O (water). Product: COC1=CC=C(C=C1)[C@H]1[C@H](C(=O)NC2=CC=CC=C2)O1 ((2R,3S)-3-(4-methoxyphenyl)-2,3-epoxy-N-phenylpropionamide). The yield is 55.8%. Reported procedure: To a mixture of sodium hydride (62.5% oil dispersion, 0.46 g) and dimethyl sulfoxide (3 ml) is added a solution of aniline (1.02 g) in dimethyl sulfoxide (1 ml) at room temperature under nitrogen atmosphere, and the mixture is stirred for 30 minutes. To the mixture is added a solution of (2R,3S)-3-(4-methoxyphenyl)-2,3-epoxypropionic acid methyl ester (2.08 g) in dimethyl sulfoxide (4 ml) at room temperature over a period of 15 minutes. The mixture is further stirred at the same temperature for ... Run in CS(=O)C (dimethyl sulfoxide), CS(=O)C (dimethyl sulfoxide), CS(=O)C (dimethyl sulfoxide).